This data is from the Open Reaction Database (ORD), a public repository of structured organic reaction records. The task is: describe an organic reaction: reactants, conditions, products, and yield Reactants: COC1=CC(=C(C=C1OC)N)N (4,5-dimethoxy-1,2-phenylenediamine), COC1=C(C(=O)O)C=CC(=C1)NS(=O)(=O)C (2-methoxy-4-methanesulfonylamino-benzoic acid). Yields the product COC1=CC2=C(N=C(N2)C2=C(C=C(C=C2)NS(=O)(=O)C)OC)C=C1OC (5,6-Dimethoxy-2-(2'-methoxy-4'-methanesulfonylamino-phenyl)benzimidazole). RXN SMILES: [CH3:1][O:2][C:3]1[C:8]([O:9][CH3:10])=[CH:7][C:6]([NH2:11])=[C:5]([NH2:12])[CH:4]=1.[CH3:13][O:14][C:15]1[CH:23]=[C:22]([NH:24][S:25]([CH3:28])(=[O:27])=[O:26])[CH:21]=[CH:20][C:16]=1[C:17](O)=O>>[CH3:10][O:9][C:8]1[C:3]([O:2][CH3:1])=[CH:4][C:5]2[N:12]=[C:17]([C:16]3[CH:20]=[CH:21][C:22]([NH:24][S:25]([CH3:28])(=[O:27])=[O:26])=[CH:23][C:15]=3[O:14][CH3:13])[NH:11][C:6]=2[CH:7]=1. Procedure details: Prepared analogously to Example 14 from 4,5-dimethoxy-1,2-phenylenediamine and 2-methoxy-4-methanesulfonylamino-benzoic acid. The reactants are CN1N=C(C=2CN(CCC21)C(=O)OC(C)(C)C)C (tert-butyl 1,3-dimethyl-6,7-dihydro-1H-pyrazolo[4,3-c]pyridine-5(4H)-carboxylate), C(=O)(C(F)(F)F)O (TFA). Solvent: C(Cl)Cl (DCM). Conditions: temperature 23 celsius, time 3 hour. Product: FC(C(=O)O)(F)F.CN1N=C(C=2CNCCC21)C (1,3-dimethyl-4,5,6,7-tetrahydro-1H-pyrazolo[4,3-c]pyridine trifluoroacetic acid salt). As a reaction SMILES: [CH3:1][N:2]1[C:10]2[CH2:9][CH2:8][N:7](C(OC(C)(C)C)=O)[CH2:6][C:5]=2[C:4]([CH3:18])=[N:3]1.[C:19]([OH:25])([C:21]([F:24])([F:23])[F:22])=[O:20]>C(Cl)Cl>[F:22][C:21]([F:24])([F:23])[C:19]([OH:25])=[O:20].[CH3:1][N:2]1[C:10]2[CH2:9][CH2:8][NH:7][CH2:6][C:5]=2[C:4]([CH3:18])=[N:3]1 |f:3.4|. Procedure details: A solution of tert-butyl 1,3-dimethyl-6,7-dihydro-1H-pyrazolo[4,3-c]pyridine-5(4H)-carboxylate (all of the product from the previous reaction above) in DCM (2.0 mL) was treated with TFA (500 μL), then stirred for 3 h at 23° C. The reaction was then concentrated, giving the desired product in crude form. The material was immediately used in the next reaction. LCMS-ESI+: calc'd for C8H13N3: 152.1 (M+H+); Found: 152.0 (M+H+).